Task: describe an organic reaction: reactants, conditions, products, and yield. Dataset: the Open Reaction Database (ORD), a public repository of structured organic reaction records Reactants: C(C)(=O)OCC (ethyl acetate), BrC1=CC=C(C=C1)[N+](=O)[O-] (4-bromonitrobenzene), C([O-])([O-])=O.[Na+].[Na+] (sodium carbonate), ClC1=C(C=C2C(=NN(C2=C1)COCC[Si](C)(C)C)NC(CCC)=O)B1OC(C(O1)(C)C)(C)C (N-[6-chloro-5-(4,4,5,5-tetramethyl[1,3,2]dioxaborolan-2-yl)-1-[[2-(trimethylsilyl)ethoxy]methyl]-1H-indazol-3-yl]butanamide). The reagents and catalysts are C=1C=CC(=CC1)[P](C=2C=CC=CC2)(C=3C=CC=CC3)[Pd]([P](C=4C=CC=CC4)(C=5C=CC=CC5)C=6C=CC=CC6)([P](C=7C=CC=CC7)(C=8C=CC=CC8)C=9C=CC=CC9)[P](C=1C=CC=CC1)(C=1C=CC=CC1)C=1C=CC=CC1 (tetrakis(triphenylphosphine)palladium). Solvent: O (water), O (water), O1CCOCC1 (dioxane). Yields the product ClC1=C(C=C2C(=NN(C2=C1)COCC[Si](C)(C)C)NC(CCC)=O)C1=CC=C(C=C1)[N+](=O)[O-] (N-[6-chloro-5-(4-nitrophenyl)-1-[[2-(trimethylsilyl)ethoxy]methyl]-1H-indazol-3-yl]butanamide). The yield is 115.9%. Reaction SMILES: Br[C:2]1[CH:7]=[CH:6][C:5]([N+:8]([O-:10])=[O:9])=[CH:4][CH:3]=1.C(=O)([O-])[O-].[Na+].[Na+].[Cl:17][C:18]1[CH:26]=[C:25]2[C:21]([C:22]([NH:35][C:36](=[O:40])[CH2:37][CH2:38][CH3:39])=[N:23][N:24]2[CH2:27][O:28][CH2:29][CH2:30][Si:31]([CH3:34])([CH3:33])[CH3:32])=[CH:20][C:19]=1B1OC(C)(C)C(C)(C)O1.C(OCC)(=O)C>O.O1CCOCC1.C1C=CC([P]([Pd]([P](C2C=CC=CC=2)(C2C=CC=CC=2)C2C=CC=CC=2)([P](C2C=CC=CC=2)(C2C=CC=CC=2)C2C=CC=CC=2)[P](C2C=CC=CC=2)(C2C=CC=CC=2)C2C=CC=CC=2)(C2C=CC=CC=2)C2C=CC=CC=2)=CC=1>[Cl:17][C:18]1[CH:26]=[C:25]2[C:21]([C:22]([NH:35][C:36](=[O:40])[CH2:37][CH2:38][CH3:39])=[N:23][N:24]2[CH2:27][O:28][CH2:29][CH2:30][Si:31]([CH3:34])([CH3:32])[CH3:33])=[CH:20][C:19]=1[C:2]1[CH:7]=[CH:6][C:5]([N+:8]([O-:10])=[O:9])=[CH:4][CH:3]=1 |f:1.2.3,^1:66,68,87,106|. Reported procedure: 246 mg of 4-bromonitrobenzene, 1.2 g of sodium carbonate in 20 cm3 of water and 365 mg of tetrakis(triphenylphosphine)palladium are added to 2 g of N-[6-chloro-5-(4,4,5,5-tetramethyl[1,3,2]dioxaborolan-2-yl)-1-[[2-(trimethylsilyl)ethoxy]methyl]-1H-indazol-3-yl]butanamide, described previously, in 100 cm3 of dioxane. The medium is then refluxed for 20 hours and the resulting mixture is then allowed to return to room temperature and 100 cm3 of ethyl acetate and 100 cm3 of water are added. The reac... The reactants are C1(=CC=CC=C1)CC1=C(C=CC=C1)C1(CCC2(OCCO2)CC1)O (8-[2-(phenylmethyl)phenyl]-1,4-dioxaspiro(4.5)decan-8-ol), Cl (HCl). Solvent: CO (methanol). Conditions: time 2 hour. Product: C1(=CC=CC=C1)CC1=C(C=CC=C1)C1(CCC(CC1)=O)O (1-[2-(phenylmethyl)phenyl]-4-oxocyclohexanol). Yield: 65.8%. As a reaction SMILES: [C:1]1([CH2:7][C:8]2[CH:13]=[CH:12][CH:11]=[CH:10][C:9]=2[C:14]2([OH:24])[CH2:23][CH2:22][C:17]3(OCC[O:18]3)[CH2:16][CH2:15]2)[CH:6]=[CH:5][CH:4]=[CH:3][CH:2]=1.Cl>CO>[C:1]1([CH2:7][C:8]2[CH:13]=[CH:12][CH:11]=[CH:10][C:9]=2[C:14]2([OH:24])[CH2:23][CH2:22][C:17](=[O:18])[CH2:16][CH2:15]2)[CH:2]=[CH:3][CH:4]=[CH:5][CH:6]=1. Procedure: To a solution of 4.22 g of 8-[2-(phenylmethyl)phenyl]-1,4-dioxaspiro[4.5]decan-8-ol of Example 3 in 120 ml of methanol is added 10 ml of 5% HCl, and the mixture is stirred at room temperature for 31/2 hours. The solvent is removed under reduced pressure, and 200 ml of water and 10 ml of 5% NaOH are added. The product is collected, washed with water and dried over P2O5 and then recrystallized from 35 ml of methanol to give 2.40 g (64.9% yield) of 1-[2-(phenylmethyl)phenyl]-4-oxocyclohexanol, m.p.... Reactants: [H-].[Na+] (NaH), [H-].[Na+] (NaH), ClC=1SC(=CN1)C#N (2-chloro-thiazole-5-carbonitrile), NC1=NC=CC(=C1C)CN1CCN(CC1)C(C)=O (1-[4-(2-Amino-3-methyl-pyridin-4-ylmethyl)-piperazin-1-yl]-ethanone). The solvent is C1CCOC1 (THF). Run at time 30 minute. Product: C(C)(=O)N1CCN(CC1)CC1=C(C(=NC=C1)NC=1SC(=CN1)C#N)C (2-[4-(4-Acetyl-piperazin-1-ylmethyl)-3-methyl-pyridin-2-ylamino]-thiazole-5-carbonitrile). As a reaction SMILES: [H-].[Na+].[NH2:3][C:4]1[C:9]([CH3:10])=[C:8]([CH2:11][N:12]2[CH2:17][CH2:16][N:15]([C:18](=[O:20])[CH3:19])[CH2:14][CH2:13]2)[CH:7]=[CH:6][N:5]=1.Cl[C:22]1[S:23][C:24]([C:27]#[N:28])=[CH:25][N:26]=1>C1COCC1>[C:18]([N:15]1[CH2:14][CH2:13][N:12]([CH2:11][C:8]2[CH:7]=[CH:6][N:5]=[C:4]([NH:3][C:22]3[S:23][C:24]([C:27]#[N:28])=[CH:25][N:26]=3)[C:9]=2[CH3:10])[CH2:17][CH2:16]1)(=[O:20])[CH3:19] |f:0.1|. Reported procedure: NaH (60% dispersion, 14 mg, 0.35 mmol) was stirred in 1 mL anhydrous THF. 1-[4-(2-Amino-3-methyl-pyridin-4-ylmethyl)-piperazin-1-yl]-ethanone (0.039 g, 0.157 mmol) was added followed, after 10 min by the addition of 2-chloro-thiazole-5-carbonitrile (0.027 g, 0.19 mmol). The reaction was stirred at RT for 30 min then was heated to reflux. After 2 h an additional 0.010 g NaH (0.25 mmol) was added. After 1 h the reaction was cooled to RT and quenched with water. The pH was adjusted to 7 with 1M HCl... The reactants are C1CCNCC1, CCO, CC1(C)OB(c2ccc3c(c2)CC(=O)N3)OC1(C)C, O=Cc1ccco1. Reaction SMILES: [CH2:20]1[CH2:21][CH2:22][NH:23][CH2:24][CH2:25]1.[CH2:33]([OH:34])[CH3:35].[CH3:1][C:2]1([CH3:19])[O:3][B:4]([c:9]2[cH:10][c:11]3[c:15]([cH:16][cH:17]2)[NH:14][C:13](=[O:18])[CH2:12]3)[O:5][C:6]1([CH3:7])[CH3:8].[o:26]1[c:27]([CH:31]=[O:32])[cH:28][cH:29][cH:30]1>>[CH3:1][C:2]1([CH3:19])[O:3][B:4]([c:9]2[cH:10][c:11]3[c:15]([cH:16][cH:17]2)[NH:14][C:13](=[O:18])[C:12]3=[CH:31][c:27]2[o:26][cH:30][cH:29][cH:28]2)[O:5][C:6]1([CH3:7])[CH3:8]. Product: CC1(C)OB(c2ccc3c(c2)C(=Cc2ccco2)C(=O)N3)OC1(C)C. Reactants: C(CC(C)C)C1=CC(=NC=2N1N=CC2)C(F)(F)F (7-isopentyl-5-trifluoromethylpyrazolo[1,5-a]pyrimidine), BrN1C(CCC1=O)=O (N-bromosuccinimide). Run in C(Cl)(Cl)Cl (chloroform). Run at time 30 minute. Product: BrC=1C=NN2C1N=C(C=C2CCC(C)C)C(F)(F)F (3-Bromo-7-isopentyl-5-(1,1,1-trifluoromethyl)pyrazolo[1,5-a]pyrimidine). Isolated yield 76.8%. As a reaction SMILES: [CH2:1]([C:6]1[N:11]2[N:12]=[CH:13][CH:14]=[C:10]2[N:9]=[C:8]([C:15]([F:18])([F:17])[F:16])[CH:7]=1)[CH2:2][CH:3]([CH3:5])[CH3:4].[Br:19]N1C(=O)CCC1=O>C(Cl)(Cl)Cl>[Br:19][C:14]1[CH:13]=[N:12][N:11]2[C:6]([CH2:1][CH2:2][CH:3]([CH3:5])[CH3:4])=[CH:7][C:8]([C:15]([F:16])([F:17])[F:18])=[N:9][C:10]=12. Procedure: A solution of 4.0 gm (0.0155 mol) of 7-isopentyl-5-trifluoromethylpyrazolo[1,5-a]pyrimidine in 50 ml chloroform was cooled to 15° and 2.73 gm. (0.0155 mol) of N-bromosuccinimide was added. The solution was stirred for 30 minutes at ambient temperature, then poured on ice (50 gm, crushed). The chloroform layer was washed with sat. K2CO3 solution and then dried (Na2SO4) and chromatographed on neutral alumina (Woelm, grade I). Elution of the compound with chloroform, followed by evaporation of the ... Reactants: Nc1ncnc2c1ncn2C1OC(COP(=O)(O)O)C(O)C1O, Nc1ncnc2ncn(CCOCP(=O)(O)O)c12. The product is Nc1ncnc2c1ncn2C1OC(CO)C(O)C1O, Nc1ncnc2ncn(CCOCP(=O)(O)O)c12. Reaction SMILES: [P:19]([OH:20])([OH:21])(=[O:22])[O:23][CH2:24][CH:25]1[CH:26]([OH:41])[CH:27]([OH:40])[CH:28]([n:30]2[cH:31][n:32][c:33]3[c:34]([NH2:35])[n:36][cH:37][n:38][c:39]23)[O:29]1.[P:1](=[O:2])([OH:3])([OH:4])[CH2:5][O:6][CH2:7][CH2:8][n:9]1[cH:10][n:11][c:12]2[n:13][cH:14][n:15][c:16]([NH2:18])[c:17]12>>[OH:23][CH2:24][CH:25]1[CH:26]([OH:41])[CH:27]([OH:40])[CH:28]([n:30]2[cH:31][n:32][c:33]3[c:34]([NH2:35])[n:36][cH:37][n:38][c:39]23)[O:29]1.[P:1](=[O:2])([OH:3])([OH:4])[CH2:5][O:6][CH2:7][CH2:8][n:9]1[cH:10][n:11][c:12]2[n:13][cH:14][n:15][c:16]([NH2:18])[c:17]12. Starting materials: CN(C)S(=O)(=O)Cl, CN(C)C1CCCCC1, CCOC(C)=O, CCCCCC, COc1cc(C=O)ccc1O. Yields the product COc1cc(C=O)ccc1S(=O)(=O)N(C)C. Reaction SMILES: [CH3:12][N:13]([S:14](=[O:15])(=[O:16])[Cl:17])[CH3:18].[CH3:19][N:20]([CH:21]1[CH2:22][CH2:23][CH2:24][CH2:25][CH2:26]1)[CH3:27].[CH3:28][CH2:29][O:30][C:31]([CH3:32])=[O:33].[CH3:34][CH2:35][CH2:36][CH2:37][CH2:38][CH3:39].[O:1]=[CH:2][c:3]1[cH:4][c:5]([O:6][CH3:7])[c:8]([OH:9])[cH:10][cH:11]1>>[O:1]=[CH:2][c:3]1[cH:4][c:5]([O:6][CH3:7])[c:8]([S:14]([N:13]([CH3:12])[CH3:18])(=[O:15])=[O:16])[cH:10][cH:11]1.